This data is from the Open Reaction Database (ORD), a public repository of structured organic reaction records. The task is: describe an organic reaction: reactants, conditions, products, and yield Reactants: solution, C(C(=O)O)(=O)O (oxalic acid), S1C2=C(C=C1)C=C(C=C2)CCOCCN(CC#C)CC2=CC=CC=C2 (N-[2-(2-benzo[b]thiophen-5-ylethoxy)ethyl]-N-benzyl-N-(2-propynyl)amine). Solvent: C(C)(=O)OCC (ethyl acetate), C(C)(=O)OCC (ethyl acetate). Conditions: time 2 hour. Product: C(C(=O)O)(=O)O.S1C2=C(C=C1)C=C(C=C2)CCOCCN(CC#C)CC2=CC=CC=C2 (N-[2-(2-benzo[b]thiophen-5-ylethoxy)ethyl]-N-benzyl-N-(2-propynyl)amine oxalate). The yield is 74.8%. Reaction SMILES: [S:1]1[CH:5]=[CH:4][C:3]2[CH:6]=[C:7]([CH2:10][CH2:11][O:12][CH2:13][CH2:14][N:15]([CH2:19][C:20]3[CH:25]=[CH:24][CH:23]=[CH:22][CH:21]=3)[CH2:16][C:17]#[CH:18])[CH:8]=[CH:9][C:2]1=2.[C:26]([OH:31])(=[O:30])[C:27]([OH:29])=[O:28]>C(OCC)(=O)C>[C:26]([OH:31])(=[O:30])[C:27]([OH:29])=[O:28].[S:1]1[CH:5]=[CH:4][C:3]2[CH:6]=[C:7]([CH2:10][CH2:11][O:12][CH2:13][CH2:14][N:15]([CH2:19][C:20]3[CH:21]=[CH:22][CH:23]=[CH:24][CH:25]=3)[CH2:16][C:17]#[CH:18])[CH:8]=[CH:9][C:2]1=2 |f:3.4|. Procedure: In 1 mL of ethyl acetate is dissolved 0.67 g of N-[2-(2-benzo[b]thiophen-5-ylethoxy)ethyl]-N-benzyl-N-(2-propynyl)amine, to which is added 2.3 mL of a solution of 0.26 g of oxalic acid in ethyl acetate. The resulting mixture is stirred at ambient temperature for 2 hours. The deposited crystal is collected by filtration, washed with ethyl acetate and dried to obtain 0.63 g of N-[2-(2-benzo[b]thiophen-5-ylethoxy)ethyl]-N-benzyl-N-(2-propynyl)amine oxalate. The reactants are OC1=C(C(=O)O)C=CC(=C1)C(F)(F)F (2-hydroxy-4-trifluoromethyl-benzoic acid), C([O-])([O-])=O.[K+].[K+] (potassium carbonate), C(C)I (ethyl iodide), C(C)O (ethanol). The product is C(C)OC(C1=C(C=C(C=C1)C(F)(F)F)OCC)=O (2-ethoxy-4-trifluoromethyl-benzoic acid ethyl ester). Yield: 74.0%. Reaction SMILES: [OH:1][C:2]1[CH:10]=[C:9]([C:11]([F:14])([F:13])[F:12])[CH:8]=[CH:7][C:3]=1[C:4]([OH:6])=[O:5].C(=O)([O-])[O-].[K+].[K+].[CH2:21](I)[CH3:22].[CH2:24](O)[CH3:25]>>[CH2:24]([O:5][C:4](=[O:6])[C:3]1[CH:7]=[CH:8][C:9]([C:11]([F:12])([F:13])[F:14])=[CH:10][C:2]=1[O:1][CH2:21][CH3:22])[CH3:25] |f:1.2.3|. Procedure: To a solution of 2-hydroxy-4-trifluoromethyl-benzoic acid (5 g, 24.258 mmol, Matrix Scientific) in ethanol (50 mL) were added potassium carbonate (8.38 g, 60.645 mmol) and ethyl iodide (7.68 mL, 97.032 mmol). The reaction mixture was heated at gentle reflux for 4 h then concentrated in vacuo. The residue was taken in petroleum ether and water, and the layers were separated. The product was extracted with petroleum ether (1×). The organic layers were washed with brine (1×), dried over anhydrous s... Product: CC(C)(C)OC(=O)N1CC2CN(c3cncc(C(=O)Nc4ccc(Cl)cc4)n3)CC2C1. The reactants are CC(C)(C)OC(=O)N1CC2CN(c3cncc(C(=O)O)n3)CC2C1, CCN=C=NCCCN(C)C, CN(C)c1ccncc1, ClCCl, Nc1ccc(Cl)cc1, On1nnc2ccccc21. Reaction SMILES: [C:1]([CH3:2])([CH3:3])([CH3:4])[O:5][C:6](=[O:7])[N:8]1[CH2:9][CH:10]2[CH:11]([CH2:12]1)[CH2:13][N:14]([c:16]1[cH:17][n:18][cH:19][c:20]([C:22](=[O:23])[OH:24])[n:21]1)[CH2:15]2.[CH3:33][CH2:34][N:35]=[C:36]=[N:37][CH2:38][CH2:39][CH2:40][N:41]([CH3:42])[CH3:43].[CH3:54][N:55]([c:56]1[cH:57][cH:58][n:59][cH:60][cH:61]1)[CH3:62].[Cl:63][CH2:64][Cl:65].[NH2:25][c:26]1[cH:27][cH:28][c:29]([Cl:30])[cH:31][cH:32]1.[OH:44][n:45]1[c:46]2[c:47]([cH:48][cH:49][cH:50][cH:51]2)[n:52][n:53]1>>[C:1]([CH3:2])([CH3:3])([CH3:4])[O:5][C:6](=[O:7])[N:8]1[CH2:9][CH:10]2[CH:11]([CH2:12]1)[CH2:13][N:14]([c:16]1[cH:17][n:18][cH:19][c:20]([C:22](=[O:24])[NH:25][c:26]3[cH:27][cH:28][c:29]([Cl:30])[cH:31][cH:32]3)[n:21]1)[CH2:15]2.